The task is: describe an organic reaction: reactants, conditions, products, and yield. This data is from the Open Reaction Database (ORD), a public repository of structured organic reaction records. Reactants: C1CCOC1, CN1C(=O)c2cn(Cc3ccc(-c4cccc(F)n4)cc3)nc2N2C1=NC1CCCC12, CSSC, CC(C)[N-]C(C)C, [Li+]. Yields the product CSc1c2c(nn1Cc1ccc(-c3cccc(F)n3)cc1)N1C(=NC3CCCC31)N(C)C2=O. Reaction SMILES: [CH2:44]1[O:45][CH2:46][CH2:47][CH2:48]1.[CH3:1][N:2]1[C:3]2=[N:28][CH:27]3[CH:26]([N:4]2[c:5]2[c:6]([cH:9][n:10]([CH2:12][c:13]4[cH:14][cH:15][c:16](-[c:19]5[n:20][c:21]([F:25])[cH:22][cH:23][cH:24]5)[cH:17][cH:18]4)[n:11]2)[C:7]1=[O:8])[CH2:31][CH2:30][CH2:29]3.[CH3:32][S:33][S:34][CH3:35].[CH3:37][CH:38]([N-:39][CH:40]([CH3:41])[CH3:42])[CH3:43].[Li+:36]>>[CH3:1][N:2]1[C:3]2=[N:28][CH:27]3[CH:26]([N:4]2[c:5]2[c:6]([c:9]([S:33][CH3:32])[n:10]([CH2:12][c:13]4[cH:14][cH:15][c:16](-[c:19]5[n:20][c:21]([F:25])[cH:22][cH:23][cH:24]5)[cH:17][cH:18]4)[n:11]2)[C:7]1=[O:8])[CH2:31][CH2:30][CH2:29]3.